From a dataset of the Open Reaction Database (ORD), a public repository of structured organic reaction records. describe an organic reaction: reactants, conditions, products, and yield RXN SMILES: [Br:11][CH2:12][CH2:13][C:14]([C:15](=[O:16])[OH:17])([c:18]1[cH:19][cH:20][cH:21][cH:22][cH:23]1)[c:24]1[cH:25][cH:26][cH:27][cH:28][cH:29]1.[C:4](=[O:5])([O-:6])[O-:7].[CH3:1][NH:2][CH3:3].[CH3:30][c:31]1[cH:32][cH:33][cH:34][cH:35][cH:36]1.[Cl-:10].[Na+:8].[Na+:9]>>[Br-:11].[CH3:1][N+:2]([CH3:3])=[C:15]1[C:14]([c:18]2[cH:19][cH:20][cH:21][cH:22][cH:23]2)([c:24]2[cH:25][cH:26][cH:27][cH:28][cH:29]2)[CH2:13][CH2:12][O:16]1. The reactants are O=C(O)C(CCBr)(c1ccccc1)c1ccccc1, O=C([O-])[O-], CNC, Cc1ccccc1, [Cl-], [Na+], [Na+]. Product: [Br-], C[N+](C)=C1OCCC1(c1ccccc1)c1ccccc1. The reactants are O=C([O-])[O-], CCOC(Cc1ccc(O)cc1C)C(=O)OC, ClCc1csc(-c2ccc(Cl)cc2)n1, [Cs+], [Cs+], [I-], [K+]. The product is CCOC(Cc1ccc(OCc2csc(-c3ccc(Cl)cc3)n2)cc1C)C(=O)OC. RXN SMILES: [C:32](=[O:33])([O-:34])[O-:35].[CH3:1][O:2][C:3]([CH:4]([CH2:5][c:6]1[c:7]([CH3:13])[cH:8][c:9]([OH:12])[cH:10][cH:11]1)[O:14][CH2:15][CH3:16])=[O:17].[Cl:18][CH2:19][c:20]1[n:21][c:22](-[c:25]2[cH:26][cH:27][c:28]([Cl:31])[cH:29][cH:30]2)[s:23][cH:24]1.[Cs+:36].[Cs+:37].[I-:39].[K+:38]>>[CH3:1][O:2][C:3]([CH:4]([CH2:5][c:6]1[c:7]([CH3:13])[cH:8][c:9]([O:12][CH2:19][c:20]2[n:21][c:22](-[c:25]3[cH:26][cH:27][c:28]([Cl:31])[cH:29][cH:30]3)[s:23][cH:24]2)[cH:10][cH:11]1)[O:14][CH2:15][CH3:16])=[O:17]. Starting materials: CC(=O)NCC1CN(c2ccc(N)c(F)c2)C(=O)O1, CC(C)(C)c1cccc(C(C)(C)C)n1, C1CCOC1, O=COc1ccc([N+](=O)[O-])cc1. Yields the product CC(=O)NCC1CN(c2ccc(NC=O)c(F)c2)C(=O)O1. As a reaction SMILES: [C:1]([CH3:2])(=[O:3])[NH:4][CH2:5][CH:6]1[CH2:7][N:8]([c:12]2[cH:13][c:14]([F:19])[c:15]([NH2:18])[cH:16][cH:17]2)[C:9](=[O:11])[O:10]1.[C:32]([c:33]1[cH:34][cH:35][cH:36][c:37]([C:38]([CH3:39])([CH3:40])[CH3:41])[n:42]1)([CH3:43])([CH3:44])[CH3:45].[CH2:46]1[O:47][CH2:48][CH2:49][CH2:50]1.[CH:20](=[O:21])[O:22][c:23]1[cH:24][cH:25][c:26]([N+:27]([O-:28])=[O:29])[cH:30][cH:31]1>>[C:1]([CH3:2])(=[O:3])[NH:4][CH2:5][CH:6]1[CH2:7][N:8]([c:12]2[cH:13][c:14]([F:19])[c:15]([NH:18][CH:20]=[O:21])[cH:16][cH:17]2)[C:9](=[O:11])[O:10]1.